The task is: describe an organic reaction: reactants, conditions, products, and yield. This data is from the Open Reaction Database (ORD), a public repository of structured organic reaction records. The reactants are C1(=CC=CC=C1)P(C1=CC=CC=2C(C3=CC=CC(=C3OC12)P(C1=CC=CC=C1)C1=CC=CC=C1)(C)C)C1=CC=CC=C1 (4,5-bis(diphenylphosphino)-9,9-dimethylxanthene), C([O-])([O-])=O.[Cs+].[Cs+] (cesium carbonate), CC1=NC=CC(=C1)NC(=O)C1=NC=CN=C1Br (3-Bromo-pyrazine-2-carboxylic acid (2-methyl-pyridin-4-yl)-amide), NC1=CC=CC=C1 (aniline). The solvent is O1CCOCC1 (dioxane). Reaction conditions: temperature 150 celsius, time 50 minute. The product is CC1=NC=CC(=C1)NC(=O)C1=NC=CN=C1NC1=CC=CC=C1 (3-Phenylamino-pyrazine-2-carboxylic acid (2-methyl-pyridin-4-yl)-amide), solid. Yield: 35.0%. Reaction SMILES: [CH3:1][C:2]1[CH:7]=[C:6]([NH:8][C:9]([C:11]2[C:16](Br)=[N:15][CH:14]=[CH:13][N:12]=2)=[O:10])[CH:5]=[CH:4][N:3]=1.[NH2:18][C:19]1[CH:24]=[CH:23][CH:22]=[CH:21][CH:20]=1.C1(P(C2C=CC=CC=2)C2C3OC4C(=CC=CC=4P(C4C=CC=CC=4)C4C=CC=CC=4)C(C)(C)C=3C=CC=2)C=CC=CC=1.C(=O)([O-])[O-].[Cs+].[Cs+]>O1CCOCC1>[CH3:1][C:2]1[CH:7]=[C:6]([NH:8][C:9]([C:11]2[C:16]([NH:18][C:19]3[CH:24]=[CH:23][CH:22]=[CH:21][CH:20]=3)=[N:15][CH:14]=[CH:13][N:12]=2)=[O:10])[CH:5]=[CH:4][N:3]=1 |f:3.4.5|. Procedure: 3-Bromo-pyrazine-2-carboxylic acid (2-methyl-pyridin-4-yl)-amide (130 mg, 0.44 mmol) and aniline (54 mg, 0.58 mmol) were dissolved in 4 mL dry dioxane. 4,5-bis(diphenylphosphino)-9,9-dimethylxanthene (51 mg, 0.09 mmol), cesium carbonate (290 mg, 0.89 mmol) and tri(dibenzylideneacetone)dipalladium chloroform complex (46 mg, 0.044 mmol) were added and the reaction mixture was stirred under microwave irradiation for 50 minutes at 150° C. The reaction mixture was then evaporated and purified by flas...